Dataset: the Open Reaction Database (ORD), a public repository of structured organic reaction records. Task: describe an organic reaction: reactants, conditions, products, and yield The reactants are ClC=1C=C(C=CC1C(F)(F)F)N1[C@@H](CN(C(C=C1)=O)CCCC(=O)O)C (4-[(R)-4-(3-chloro-4-trifluoromethyl-phenyl)-3-methyl-7-oxo-2,3,4,7-tetrahydro-[1,4]diazepin-1-yl]-butyric acid), ClC=1C=C(C=CC1C(F)(F)F)N1[C@@H](CN(C(C=C1)=O)CCCC(=O)O)C (4-[(R)-4-(3-chloro-4-trifluoromethyl-phenyl)-3-methyl-7-oxo-2,3,4,7-tetrahydro-[1,4]diazepin-1-yl]-butyric acid), C1CC12[C@@H](CNCC2)O ((S)-6-aza-spiro[2.5]octan-4-ol). Yields the product Cl.C1CC12[C@@H](CNCC2)O ((S)-6-aza-spiro[2.5]octan-4-ol. hydrochloride). Reaction SMILES: [Cl:1]C1C=C(N2C=CC(=O)N(CCCC(O)=O)C[C@H]2C)C=CC=1C(F)(F)F.[CH2:27]1[C:29]2([CH2:34][CH2:33][NH:32][CH2:31][C@H:30]2[OH:35])[CH2:28]1>>[ClH:1].[CH2:28]1[C:29]2([CH2:34][CH2:33][NH:32][CH2:31][C@H:30]2[OH:35])[CH2:27]1 |f:2.3|. Procedure details: In analogy to the procedure described in Example 15, 4-[(R)-4-(3-chloro-4-trifluoromethyl-phenyl)-3-methyl-7-oxo-2,3,4,7-tetrahydro-[1,4]diazepin-1-yl]-butyric acid (22% ee) (intermediate 34) and 1.1 eq. of (S)-6-aza-spiro[2.5]octan-4-ol; hydrochloride (intermediate 2) gave after purification by flash chromatography (50 g amine-silica, ethyl acetate/n-heptane 1:1, 4:1, 9:1, 100%, ethyl acetate/ethanol 99:1 to 95:5) 69% of the title compound as off-white foam. MS: 500.19 (MH+, Cl). Reactants: NC1=C(C=C(C=C1)C=1C=CC2=C(CN(CCO2)C(=O)OC(C)(C)C)C1)[N+](=O)[O-] (1,1-Dimethylethyl 7-(4-amino-3-nitrophenyl)-2,3-dihydro-1,4-benzoxazepine-4(5H)-carboxylate), COC(=O)NC(SC)=NC(=O)OC (1,3-bis(methoxycarbonyl)-2-methyl-2-thiopseudourea). The reagents and catalysts are [Pd] (palladium on carbon). The solvent is C(C)O (ethanol). Run at temperature 80 celsius. Yields the product COC(=O)NC1=NC2=C(N1)C=C(C=C2)C=2C=CC1=C(CN(CCO1)C(=O)OC(C)(C)C)C2 (1,1-dimethylethyl 7-(2-{[(methyloxy)carbonyl]amino}-1H-benzimidazol-6-yl)-2,3-dihydro-1,4-benzoxazepine-4(5H)-carboxylate). The yield is 79.4%. RXN SMILES: [NH2:1][C:2]1[CH:7]=[CH:6][C:5]([C:8]2[CH:9]=[CH:10][C:11]3[O:17][CH2:16][CH2:15][N:14]([C:18]([O:20][C:21]([CH3:24])([CH3:23])[CH3:22])=[O:19])[CH2:13][C:12]=3[CH:25]=2)=[CH:4][C:3]=1[N+:26]([O-])=O.[CH3:29][O:30][C:31]([NH:33][C:34](=NC(OC)=O)SC)=[O:32]>[Pd].C(O)C>[CH3:29][O:30][C:31]([NH:33][C:34]1[NH:26][C:3]2[CH:4]=[C:5]([C:8]3[CH:9]=[CH:10][C:11]4[O:17][CH2:16][CH2:15][N:14]([C:18]([O:20][C:21]([CH3:24])([CH3:23])[CH3:22])=[O:19])[CH2:13][C:12]=4[CH:25]=3)[CH:6]=[CH:7][C:2]=2[N:1]=1)=[O:32]. Procedure: 1,1-Dimethylethyl 7-(4-amino-3-nitrophenyl)-2,3-dihydro-1,4-benzoxazepine-4(5H)-carboxylate (3.3 g, 8.56 mmol) and 10% palladium on carbon (300 mg) were suspended in ethanol (100 mL) and the mixture was hydrogenated at 50 psi using a Parr apparatus for 12 h. The mixture was filtered through a celite pad and the filtrate concentrated. The residue was taken into acetic acid (25 mL) followed by addition of 1,3-bis(methoxycarbonyl)-2-methyl-2-thiopseudourea (2.3 g, 11.15 mmol) and the resulting mixt... Starting materials: NC=1C(=NC2=CC(=CC=C2C1)C1CCN(CC1)C)C(=O)NC=1C=NC=CC1N1C[C@H](C[C@H](C1)C(F)(F)F)NC(OC(C)(C)C)=O (tert-butyl [(3S,5R)-1-[3-({[3-amino-7-(1-methylpiperidin-4-yl)quinolin-2-yl]carbonyl}amino)pyridin-4-yl]-5-(trifluoromethyl)piperidin-3-yl]carbamate), Cl (HCl). The solvent is O1CCOCC1 (dioxane), CO (MeOH). Reaction conditions: time 1 hour. Yields the product NC=1C(=NC2=CC(=CC=C2C1)C1CCN(CC1)C)C(=O)NC=1C=NC=CC1N1C[C@H](C[C@H](C1)C(F)(F)F)N (3-Amino-N-{4-[(3S,5R)-3-amino-5-(trifluoromethyl)piperidin-1-yl]pyridin-3-yl}-7-(1-methylpiperidin-4-yl)quinoline-2-carboxamide). RXN SMILES: [NH2:1][C:2]1[C:3]([C:19]([NH:21][C:22]2[CH:23]=[N:24][CH:25]=[CH:26][C:27]=2[N:28]2[CH2:33][C@H:32]([C:34]([F:37])([F:36])[F:35])[CH2:31][C@H:30]([NH:38]C(=O)OC(C)(C)C)[CH2:29]2)=[O:20])=[N:4][C:5]2[C:10]([CH:11]=1)=[CH:9][CH:8]=[C:7]([CH:12]1[CH2:17][CH2:16][N:15]([CH3:18])[CH2:14][CH2:13]1)[CH:6]=2.Cl>O1CCOCC1.CO>[NH2:1][C:2]1[C:3]([C:19]([NH:21][C:22]2[CH:23]=[N:24][CH:25]=[CH:26][C:27]=2[N:28]2[CH2:33][C@H:32]([C:34]([F:37])([F:36])[F:35])[CH2:31][C@H:30]([NH2:38])[CH2:29]2)=[O:20])=[N:4][C:5]2[C:10]([CH:11]=1)=[CH:9][CH:8]=[C:7]([CH:12]1[CH2:17][CH2:16][N:15]([CH3:18])[CH2:14][CH2:13]1)[CH:6]=2. Reported procedure: To the tert-butyl [(3S,5R)-1-[3-({[3-amino-7-(1-methylpiperidin-4-yl)quinolin-2-yl]carbonyl}amino)pyridin-4-yl]-5-(trifluoromethyl)piperidin-3-yl]carbamate, 1 mL of 4 M HCl in dioxane and 1 mL of MeOH were added. The mixture was stirred at room temperature for 1 h, then evaporated under vacuum. The resulting residue was dissolved in 4.5 mL of MeOH and treated with 0.3 mL of NH4OH solution. The mixture was filtered and the filtrate was purified by preparative HPLC (XBridge™ C18 column, eluting wi... The reactants are [BH4-], CCOC(=O)C1CC1C(NC(=O)OC(C)(C)C)S(=O)(=O)c1ccc(C)cc1, [Na+], C1CCOC1, O. The product is CCOC(=O)C1CC1CNC(=O)OC(C)(C)C. As a reaction SMILES: [BH4-:1].[CH2:4]([CH3:5])[O:6][C:7](=[O:8])[CH:9]1[CH:10]([CH:12]([S:13]([c:14]2[cH:15][cH:16][c:17]([CH3:18])[cH:19][cH:20]2)(=[O:21])=[O:22])[NH:23][C:24](=[O:25])[O:26][C:27]([CH3:28])([CH3:29])[CH3:30])[CH2:11]1.[Na+:2].[O:31]1[CH2:32][CH2:33][CH2:34][CH2:35]1.[OH2:3]>>[CH2:4]([CH3:5])[O:6][C:7](=[O:8])[CH:9]1[CH:10]([CH2:12][NH:23][C:24](=[O:25])[O:26][C:27]([CH3:28])([CH3:29])[CH3:30])[CH2:11]1. Starting materials: CCOC(=O)c1c(C)[nH]c(C=O)c1CCCN1CCN(C)CC1, C1CCNCC1, CCO, O=C1Cc2c(cccc2-c2cccnc2)N1. The product is CCOC(=O)c1c(C)[nH]c(C=C2C(=O)Nc3cccc(-c4cccnc4)c32)c1CCCN1CCN(C)CC1. Reaction SMILES: [CH2:17]([CH3:18])[O:19][C:20](=[O:21])[c:22]1[c:23]([CH3:39])[nH:24][c:25]([CH:37]=[O:38])[c:26]1[CH2:27][CH2:28][CH2:29][N:30]1[CH2:31][CH2:32][N:33]([CH3:36])[CH2:34][CH2:35]1.[CH2:40]1[CH2:41][CH2:42][NH:43][CH2:44][CH2:45]1.[CH3:46][CH2:47][OH:48].[n:1]1[cH:2][c:3](-[c:7]2[c:8]3[c:12]([cH:13][cH:14][cH:15]2)[NH:11][C:10](=[O:16])[CH2:9]3)[cH:4][cH:5][cH:6]1>>[n:1]1[cH:2][c:3](-[c:7]2[c:8]3[c:12]([cH:13][cH:14][cH:15]2)[NH:11][C:10](=[O:16])[C:9]3=[CH:37][c:25]2[nH:24][c:23]([CH3:39])[c:22]([C:20]([O:19][CH2:17][CH3:18])=[O:21])[c:26]2[CH2:27][CH2:28][CH2:29][N:30]2[CH2:31][CH2:32][N:33]([CH3:36])[CH2:34][CH2:35]2)[cH:4][cH:5][cH:6]1. Reactants: C1(=CC=CC=C1)S(=O)(=O)CC=1N=C(NN1)C1=NC=CC=C1 (2-(5-benzenesulfonylmethyl-2H-[1,2,4]triazol-3-yl)-pyridine), ( E ), ClC1=CC=C(C=N1)\C=C/C#N ((Z)-3-(6-chloro-pyridin-3-yl)-acrylonitrile). Yields the product ClC1=CC=C(C=N1)C1=CC=2N(C(=C1)N)N=C(N2)C2=NC=CC=C2 (7-(6-Chloro-pyridin-3-yl)-2-pyridin-2-yl-[1,2,4]triazolo[1,5-a]pyridin-5-ylamine). As a reaction SMILES: C1(S([CH2:10][C:11]2[N:12]=[C:13]([C:16]3[CH:21]=[CH:20][CH:19]=[CH:18][N:17]=3)[NH:14][N:15]=2)(=O)=O)C=CC=CC=1.[Cl:22][C:23]1[N:28]=[CH:27][C:26](/[CH:29]=[CH:30]\[C:31]#[N:32])=[CH:25][CH:24]=1>>[Cl:22][C:23]1[N:28]=[CH:27][C:26]([C:29]2[CH:30]=[C:31]([NH2:32])[N:15]3[N:14]=[C:13]([C:16]4[CH:21]=[CH:20][CH:19]=[CH:18][N:17]=4)[N:12]=[C:11]3[CH:10]=2)=[CH:25][CH:24]=1. Reported procedure: The title compound, MS m/e (%):323 (M+H+,100), was prepared in accordance with the general method of example 1 from 2-(5-benzenesulfonylmethyl-2H-[1,2,4]triazol-3-yl)-pyridine and (E)/(Z)-3-(6-chloro-pyridin-3-yl)-acrylonitrile.